Task: describe an organic reaction: reactants, conditions, products, and yield. Dataset: the Open Reaction Database (ORD), a public repository of structured organic reaction records Starting materials: BrB(Br)Br, COc1cc(Br)cc(-c2nn(C(C)C)c3ncnc(N)c23)c1, ClCCl. Product: CC(C)n1nc(-c2cc(O)cc(Br)c2)c2c(N)ncnc21. As a reaction SMILES: [B:23]([Br:24])([Br:25])[Br:26].[Br:1][c:2]1[cH:3][c:4](-[c:10]2[n:11][n:12]([CH:20]([CH3:21])[CH3:22])[c:13]3[n:14][cH:15][n:16][c:17]([NH2:19])[c:18]23)[cH:5][c:6]([O:8][CH3:9])[cH:7]1.[Cl:27][CH2:28][Cl:29]>>[Br:1][c:2]1[cH:3][c:4](-[c:10]2[n:11][n:12]([CH:20]([CH3:21])[CH3:22])[c:13]3[n:14][cH:15][n:16][c:17]([NH2:19])[c:18]23)[cH:5][c:6]([OH:8])[cH:7]1. Reactants: ice, CON(C(=O)[C@H]1C[C@H](C1)CC(=O)O)C (cis-[3-(methoxy-methyl-carbamoyl)-cyclobutyl]-acetic acid), B (borane). Run in C1CCOC1 (THF), C1CCOC1 (THF). Conditions: time 15 minute. Yields the product CON(C(=O)[C@@H]1C[C@@H](C1)CCO)C (cis-3-(2-Hydroxy-ethyl)-cyclobutanecarboxylic acid methoxy-methyl-amide). Isolated yield 64.5%. Reaction SMILES: [CH3:1][O:2][N:3]([CH3:14])[C:4]([C@@H:6]1[CH2:9][C@H:8]([CH2:10][C:11](O)=[O:12])[CH2:7]1)=[O:5].B>C1COCC1>[CH3:1][O:2][N:3]([CH3:14])[C:4]([C@H:6]1[CH2:9][C@@H:8]([CH2:10][CH2:11][OH:12])[CH2:7]1)=[O:5]. Procedure: To an ice cold solution of 3.0 g of cis-[3-(methoxy-methyl-carbamoyl)-cyclobutyl]-acetic acid in 50 mL of THF was added 15 mL of 1M borane in THF. The mixture was allowed to stir for 15 min in the cold, then warm and stir for 30 min. The reaction was quenched with 25 mL of 10% HCl and extracted into 3×50 mL of ethyl acetate. The combined extracts were diluted with 50 mL of toluene, dried over magnesium sulfate and concentrated under reduced pressure. Drying under vacuum overnight gave 1.8 g of p... Starting materials: C, c1ccc(CN2CCc3nc4ccccc4cc3C2)cc1, CC(=O)O, CO, [Pd]. Product: c1ccc2nc3c(cc2c1)CNCC3. RXN SMILES: [C:28].[CH2:1]([c:2]1[cH:3][cH:4][cH:5][cH:6][cH:7]1)[N:8]1[CH2:9][c:10]2[cH:11][c:12]3[c:13]([n:14][c:15]2[CH2:16][CH2:17]1)[cH:18][cH:19][cH:20][cH:21]3.[CH3:22][C:23](=[O:24])[OH:25].[CH3:26][OH:27].[Pd:29]>>[NH:8]1[CH2:9][c:10]2[cH:11][c:12]3[c:13]([n:14][c:15]2[CH2:16][CH2:17]1)[cH:18][cH:19][cH:20][cH:21]3. The reactants are C1CCOC1 (THF), [OH-].[Li+] (lithium hydroxide), CC1=C(C=2C(=NC=CC2)N1CC1=CC=C(C=C1)\C=C\CO[C@@H](C(=O)N1CCOCC1)C)C(=O)C1=CC=C(C=C1)C ([2-Methyl-1-(4-{(1E)-3-[(1R)-1-methyl-2-morpholin-4-yl-2-oxoethoxy]prop-1-en-1-yl}benzyl)-1H-pyrrolo[2,3-b]pyridin-3-yl] (4-methylphenyl)methanone). The solvent is O (water), CO (methanol). The product is CC1=C(C=2C(=NC=CC2)N1CC1=CC=C(C=C1)/C=C/CO[C@@H](C(=O)O)C)C(C1=CC=C(C=C1)C)=O ((2R)-2-{[(2E)-3-(4-{[2-Methyl-3-(4-methylbenzoyl)-1H-pyrrolo[2,3-b]pyridin-1-yl]methyl-}phenyl)prop-2-en-1-yl]oxy}propionic acid). The yield is 96.0%. As a reaction SMILES: [CH3:1][C:2]1[N:10]([CH2:11][C:12]2[CH:17]=[CH:16][C:15](/[CH:18]=[CH:19]/[CH2:20][O:21][C@H:22]([CH3:31])[C:23](N3CCOCC3)=[O:24])=[CH:14][CH:13]=2)[C:5]2=[N:6][CH:7]=[CH:8][CH:9]=[C:4]2[C:3]=1[C:32]([C:34]1[CH:39]=[CH:38][C:37]([CH3:40])=[CH:36][CH:35]=1)=[O:33].C1C[O:44]CC1.[OH-].[Li+]>CO.O>[CH3:1][C:2]1[N:10]([CH2:11][C:12]2[CH:13]=[CH:14][C:15](/[CH:18]=[CH:19]/[CH2:20][O:21][C@H:22]([CH3:31])[C:23]([OH:44])=[O:24])=[CH:16][CH:17]=2)[C:5]2=[N:6][CH:7]=[CH:8][CH:9]=[C:4]2[C:3]=1[C:32](=[O:33])[C:34]1[CH:39]=[CH:38][C:37]([CH3:40])=[CH:36][CH:35]=1 |f:2.3|. Procedure details: The compound of Example 74-1 (33 mg, 0.06 mmol) was dissolved in methanol (1 ml) and THF (1 ml) and thereto was added 2N aqueous lithium hydroxide solution (1 ml), followed by stirring under reflux for 8 hours. The mixture was diluted with water and washed with ethyl ether. The aqueous layer was adjusted to around pH 4 with 5% aqueous potassium hydrogen sulfate solution and the solution was extracted with ethyl acetate. The organic layer was washed with saturated brine, dried over anhydrous sodi... Reactants: C[S-], CN(C)C=O, O=Cc1ccc(F)c(Cl)c1, [Na+], O. The product is CSc1ccc(C=O)cc1Cl. RXN SMILES: [CH3:11][S-:12].[CH3:15][N:16]([CH3:17])[CH:18]=[O:19].[Cl:1][c:2]1[cH:3][c:4]([CH:5]=[O:6])[cH:7][cH:8][c:9]1[F:10].[Na+:13].[OH2:14]>>[Cl:1][c:2]1[cH:3][c:4]([CH:5]=[O:6])[cH:7][cH:8][c:9]1[S:12][CH3:11]. Starting materials: NC=1N=C(SC1C(=O)OC)NC1CN(CCC1)C(=O)OC(C)(C)C (tert-butyl 3-{[4-amino-5-(methoxycarbonyl)-1,3-thiazol-2-yl]amino}piperidine-1-carboxylate), Cl (hydrochloric acid). Solvent: O1CCOCC1 (dioxane). The product is Cl.Cl.NC=1N=C(SC1C(=O)OC)NC1CNCCC1 (Methyl 4-amino-2-(piperidin-3-ylamino)-1,3-thiazole-5-carboxylate dihydrochloride). As a reaction SMILES: [NH2:1][C:2]1[N:3]=[C:4]([NH:11][CH:12]2[CH2:17][CH2:16][CH2:15][N:14](C(OC(C)(C)C)=O)[CH2:13]2)[S:5][C:6]=1[C:7]([O:9][CH3:10])=[O:8].[ClH:25]>O1CCOCC1>[ClH:25].[ClH:25].[NH2:1][C:2]1[N:3]=[C:4]([NH:11][CH:12]2[CH2:17][CH2:16][CH2:15][NH:14][CH2:13]2)[S:5][C:6]=1[C:7]([O:9][CH3:10])=[O:8] |f:3.4.5|. Reported procedure: Analogously to the preparation of Example 38A, 150 mg (0.39 mmol) of tert-butyl 3-{[4-amino-5-(methoxycarbonyl)-1,3-thiazol-2-yl]amino}piperidine-1-carboxylate and 20 ml of hydrochloric acid in dioxane (4M) gave 130 mg (99% of theory) of the product as a solid. Reactants: BrCCCCCCC(CO)CO (2-(6-bromohexyl)-1,3-propanediol), O.C1(=CC=C(C=C1)S(=O)(=O)O)C (toluene-4-sulfonic acid monohydrate), O (water). Solvent: C1=CC=CC=C1 (benzene), CC(=O)C (acetone). Product: CC1(OCC(CO1)CCCCCCBr)C (2,2-dimethyl-5-(6-bromohexyl)-m-dioxane). Reaction SMILES: [Br:1][CH2:2][CH2:3][CH2:4][CH2:5][CH2:6][CH2:7][CH:8]([CH2:11][OH:12])[CH2:9][OH:10].O.[C:14]1(C)[CH:19]=CC(S(O)(=O)=O)=C[CH:15]=1.O>C1C=CC=CC=1.CC(C)=O>[CH3:15][C:14]1([CH3:19])[O:10][CH2:9][CH:8]([CH2:7][CH2:6][CH2:5][CH2:4][CH2:3][CH2:2][Br:1])[CH2:11][O:12]1 |f:1.2|. Reported procedure: 24.2 g of crude 2-(6-bromohexyl)-1,3-propanediol was dissolved in a mixture of 200 mL of benzene, 30 mL acetone, and 0.4 g toluene-4-sulfonic acid monohydrate (Fluka, puriss.) in a 1 L 1-necked round flask. While magnetically stirring and refluxing 1.4 mL of water was separated and collected in a Dean-Stark trap during 22 h. The solvents were removed by rotary evaporation under reduced pressure and the residue vacuum distilled to recover 14.65 g of 2,2-dimethyl-5-(6-bromohexyl)-m-dioxane with b.... Reactants: NCC1=NN=C2N1C1=C(C(=NC2)C2=C(C=CC=C2)Cl)C=C(S1)CC (9-Aminomethyl-4-(2-chlorophenyl)-2-ethyl-6H-thieno[3,2-f] [1,2,4]triazolo[4,3-a] [1,4]diazepine), C(=O)(OC(C)(C)C)OC(=O)[O-] (tert-Butyl dicarbonate). Run in C(Cl)(Cl)Cl (chloroform). Reaction conditions: time 4 hour. Yields the product C(C)(C)(C)OC(=O)NCC1=NN=C2N1C1=C(C(=NC2)C2=C(C=CC=C2)Cl)C=C(S1)CC (9-(tert-butoxycarbonylaminomethyl)-4-(2-chlorophenyl)-2-ethyl-6H-thieno[3,2-f] [1,2,4]triazolo[4,3-a] [1,4]diazepine). Isolated yield 93.2%. RXN SMILES: [NH2:1][CH2:2][C:3]1[N:7]2[C:8]3[S:22][C:21]([CH2:23][CH3:24])=[CH:20][C:9]=3[C:10]([C:13]3[CH:18]=[CH:17][CH:16]=[CH:15][C:14]=3[Cl:19])=[N:11][CH2:12][C:6]2=[N:5][N:4]=1.[C:25](OC([O-])=O)([O:27][C:28]([CH3:31])([CH3:30])[CH3:29])=[O:26]>C(Cl)(Cl)Cl>[C:28]([O:27][C:25]([NH:1][CH2:2][C:3]1[N:7]2[C:8]3[S:22][C:21]([CH2:23][CH3:24])=[CH:20][C:9]=3[C:10]([C:13]3[CH:18]=[CH:17][CH:16]=[CH:15][C:14]=3[Cl:19])=[N:11][CH2:12][C:6]2=[N:5][N:4]=1)=[O:26])([CH3:31])([CH3:30])[CH3:29]. Procedure: 9-Aminomethyl-4-(2-chlorophenyl)-2-ethyl-6H-thieno[3,2-f] [1,2,4]triazolo[4,3-a] [1,4]diazepine (20 g) was dissolved in chloroform (200 ml). tert-Butyl dicarbonate (13.4 g) was added under ice-cooling, and the mixture was stirred at room temperature for 4 hours. The mixture was washed with a saturated aqueous sodium hydrogen-carbonate solution and saturated brine, and dried over magnesium sulfate. The solvent was evaporated, and the residue was recrystallized from a mixed solvent of ethyl acetat... The reactants are C(#N)C=1C=C(C(=CC1)OCC1=CC=C(C=C1)OC)C=CC=O (3-cyano-6-((4-methoxybenzyl)oxy)-1-(2-formylethenyl)benzene), [BH4-].[Na+] (NaBH4). The solvent is solution, C(Cl)Cl.CO.O (CH2Cl2 MeOH H2O). Run at temperature 0 celsius, time 1 hour. Yields the product C(#N)C=1C=C(C(=CC1)OCC1=CC=C(C=C1)OC)CC=CO (3-cyano-6-((4-methoxybenzyl)oxy)-1-(3-hydroxyprop-2-en-1-yl)benzene). The yield is 3985.7%. Reaction SMILES: [C:1]([C:3]1[CH:4]=[C:5]([CH:19]=[CH:20][CH:21]=[O:22])[C:6]([O:9][CH2:10][C:11]2[CH:16]=[CH:15][C:14]([O:17][CH3:18])=[CH:13][CH:12]=2)=[CH:7][CH:8]=1)#[N:2].[BH4-].[Na+]>C(Cl)Cl.CO.O>[C:1]([C:3]1[CH:4]=[C:5]([CH2:19][CH:20]=[CH:21][OH:22])[C:6]([O:9][CH2:10][C:11]2[CH:16]=[CH:15][C:14]([O:17][CH3:18])=[CH:13][CH:12]=2)=[CH:7][CH:8]=1)#[N:2] |f:1.2,3.4.5|. Procedure: To 3-cyano-6-((4-methoxybenzyl)oxy)-1-(2-formylethenyl)benzene (2.30 g) in 100 mL solution of CH2Cl2/MeOH/H2O (2:7:1) was added NaBH4 (0.29 g) at 0° C. The resulting solution was stirred at 0° C. for 1 hour and concentrated. The resulting residue was diluted with 100 mL of saturated aqueous NaHCO3 and extracted with ethyl acetate (3×). The organic layer was dried, concentrated to afford 3-cyano-6-((4-methoxybenzyl)oxy)-1-(3-hydroxyprop-2-en-1-yl)benzene (92.3 g) as a yellow solid. Conditions: temperature 100 celsius, time 16 hour. The product is ClC1=C(C=CC(=C1)Cl)C1=NC(=C(C#N)C=C1C1=CC=C(C=C1)C)OC(C)C1=CC=C(C=C1)F (6-(2,4-Dichlorophenyl)-5-(4-methylphenyl)-2-(1-(4-fluorophenyl)ethoxy)nicotinonitrile). Reaction SMILES: Cl[C:2]1[N:9]=[C:8]([C:10]2[CH:15]=[CH:14][C:13]([Cl:16])=[CH:12][C:11]=2[Cl:17])[C:7]([C:18]2[CH:23]=[CH:22][C:21]([CH3:24])=[CH:20][CH:19]=2)=[CH:6][C:3]=1[C:4]#[N:5].[F:25][C:26]1[CH:31]=[CH:30][C:29]([CH:32]([OH:34])[CH3:33])=[CH:28][CH:27]=1.C(=O)([O-])[O-].[Cs+].[Cs+]>C1(C)C=CC=CC=1>[Cl:17][C:11]1[CH:12]=[C:13]([Cl:16])[CH:14]=[CH:15][C:10]=1[C:8]1[C:7]([C:18]2[CH:23]=[CH:22][C:21]([CH3:24])=[CH:20][CH:19]=2)=[CH:6][C:3]([C:4]#[N:5])=[C:2]([O:34][CH:32]([C:29]2[CH:30]=[CH:31][C:26]([F:25])=[CH:27][CH:28]=2)[CH3:33])[N:9]=1 |f:2.3.4|. The solvent is C1(=CC=CC=C1)C (toluene). The yield is 79.7%. Procedure: To an oven-dried round bottom flask was added toluene (1 mL), the product of Step D of Example 114 (0.050 g; 0.134 mmol); 1-(4-flourophenyl)ethanol (0.070 mL; 0.536 mmol), and cesium carbonate (0.218 g; 0.670 mmol). The reaction mixture was heated at 100° C. and stirred for 16 hours. The reaction mixture was allowed to cool to room temperature, then it was partitioned between ethyl acetate and 2N aq. NaOH solution. The organic portion was separated and washed with more 2N aq. NaOH solution (2×),... The reactants are ClC1=C(C#N)C=C(C(=N1)C1=C(C=C(C=C1)Cl)Cl)C1=CC=C(C=C1)C (2-Chloro-6-(2,4-dichlorophenyl)-5-(4-methylphenyl)nicotinonitrile), FC1=CC=C(C=C1)C(C)O (1-(4-flourophenyl)ethanol), C([O-])([O-])=O.[Cs+].[Cs+] (cesium carbonate).